This data is from the Open Reaction Database (ORD), a public repository of structured organic reaction records. The task is: describe an organic reaction: reactants, conditions, products, and yield Reactants: N1CCCCC1 (piperidine), FCCN(C1=CC(=C(C=O)C=C1)O)C (4-[(2-Fluoro-ethyl)-methyl-amino]-2-hydroxy-benzaldehyde), COC(CC=1OC(=NN1)C=1SC=CC1)=O ((5-thiophen-2-yl-[1,3,4]oxadiazol-2-yl)-acetic acid methyl ester). Solvent: C(C)#N (acetonitrile), C1=CC=CC=C1 (benzene). Product: FCCN(C1=CC=C2C=C(C(OC2=C1)=O)C=1OC(=NN1)C=1SC=CC1)C (7-[(2-Fluoro-ethyl)-methyl-amino]-3-(5-thiophene-2-yl-[1,3,4]oxadiazol-2-yl)-chromen-2-one). The yield is 18.6%. Reaction SMILES: [F:1][CH2:2][CH2:3][N:4]([CH3:14])[C:5]1[CH:12]=[CH:11][C:8]([CH:9]=O)=[C:7]([OH:13])[CH:6]=1.C[O:16][C:17](=O)[CH2:18][C:19]1[O:20][C:21]([C:24]2[S:25][CH:26]=[CH:27][CH:28]=2)=[N:22][N:23]=1.N1CCCCC1>C1C=CC=CC=1.C(#N)C>[F:1][CH2:2][CH2:3][N:4]([CH3:14])[C:5]1[CH:6]=[C:7]2[C:8]([CH:9]=[C:18]([C:19]3[O:20][C:21]([C:24]4[S:25][CH:26]=[CH:27][CH:28]=4)=[N:22][N:23]=3)[C:17](=[O:16])[O:13]2)=[CH:11][CH:12]=1. Reported procedure: 40 mg (ca. 0.2 mmol) crude 4-[(2-Fluoro-ethyl)-methyl-amino]-2-hydroxy-benzaldehyde and 30 mg (0.13 mmol) (5-thiophen-2-yl-[1,3,4]oxadiazol-2-yl)-acetic acid methyl ester are dissolved under argon in 4 mL benzene and 2 mL acetonitrile, treated with 0.03 mL (2 eq.) piperidine and heated to reflux for 1 h. The reaction mixture is allowed to reach room temperature, evaporated, and the residue column chromatographed (silica gel, AcOEt/petroleum ether 1:1). The fluorescent, yellow product is triturat... Starting materials: [NH4+].ClC1=NC(=C(C(=N1)O)F)CC (2-Chloro-6-ethyl-5-fluoro-4-hydroxypyrimidine, ammonium salt), C(C)O (ethanol). The reagents and catalysts are [Pd] (palladium-on-carbon). Run in O (Water), O (water). Run at temperature 4 celsius. The product is C(C)C1=C(C(=NC=N1)O)F (6-Ethyl-5-fluoro-4-hydroxypyrimidine). As a reaction SMILES: [NH4+].Cl[C:3]1[N:8]=[C:7]([OH:9])[C:6]([F:10])=[C:5]([CH2:11][CH3:12])[N:4]=1.C(O)C>[Pd].O>[CH2:11]([C:5]1[N:4]=[CH:3][N:8]=[C:7]([OH:9])[C:6]=1[F:10])[CH3:12] |f:0.1|. Reported procedure: To a mixture of the compound of part (iii) (34 kg), ethanol (170 L) and water (5 kg) was added 5% w/w palladium-on-carbon (50% w/w water content) (3.4 kg) and the mixture hydrogenated at 50° C. and 345 kPa (50 psi) until completion of the reaction. Water (10.5 L) was added and the catalyst removed by filtration. The filtrate was concentrated under reduced pressure to a small volume and extracted with dichloromethane (2×58 L). The combined organic extracts were concentrated under reduced pressure... The reactants are CCOC(=O)C1Oc2cccc(OC)c2C=C1CNC(CC(C)C)C(=O)OC, CC#N. Product: COC(=O)C(CC(C)C)N1CC2=Cc3c(OC)cccc3OC2C1=O. RXN SMILES: [CH2:1]([O:3][C:4](=[O:2])[CH:6]1[O:7][c:8]2[cH:9][cH:10][cH:11][c:12]([O:27][CH3:28])[c:13]2[CH:14]=[C:15]1[CH2:16][NH:17][CH:18]([CH2:19][CH:20]([CH3:21])[CH3:22])[C:23](=[O:24])[O:25][CH3:26])[CH3:5].[CH3:29][C:30]#[N:31]>>[O:3]=[C:4]1[CH:6]2[O:7][c:8]3[cH:9][cH:10][cH:11][c:12]([O:27][CH3:28])[c:13]3[CH:14]=[C:15]2[CH2:16][N:17]1[CH:18]([CH2:19][CH:20]([CH3:21])[CH3:22])[C:23](=[O:24])[O:25][CH3:26]. Reactants: CCCCCCC(CCCCCC)=O (7-tridecanone), OCC(O)CO (glycerol). The reagents and catalysts are C1(=CC=C(C=C1)S(=O)(=O)O)C (p-toluenesulfonic acid). Run in C1(=CC=CC=C1)C (toluene). Run at time 24 hour. The product is C(CCCCC)C1(OCC(O1)CO)CCCCCC (2,2-dihexyl-4-hydroxymethyl-1,3-dioxolane). As a reaction SMILES: [CH3:1][CH2:2][CH2:3][CH2:4][CH2:5][CH2:6][C:7](=[O:14])[CH2:8][CH2:9][CH2:10][CH2:11][CH2:12][CH3:13].[OH:15][CH2:16][CH:17]([CH2:19]O)[OH:18]>C1(C)C=CC(S(O)(=O)=O)=CC=1.C1(C)C=CC=CC=1>[CH2:8]([C:7]1([CH2:6][CH2:5][CH2:4][CH2:3][CH2:2][CH3:1])[O:18][CH:17]([CH2:16][OH:15])[CH2:19][O:14]1)[CH2:9][CH2:10][CH2:11][CH2:12][CH3:13]. Procedure: A reactor equipped with a stirrer, reflux-condenser, thermometer and nitrogen gas inlet pipe was charged with 297 g of 7-tridecanone, 166 g of glycerol and a solvent amount of toluene, and after addition of p-toluenesulfonic acid as a catalyst, the dehydrative condensation reaction was carried out at the reflux temperature for 24 hours. The resulting crude product was washed with an aqueous solution of potassium carbonate and further with 3 portions of distilled water and finally purified by dis...